describe an organic reaction: reactants, conditions, products, and yield From a dataset of the Open Reaction Database (ORD), a public repository of structured organic reaction records. Starting materials: Cl[Si](C)(C)C (chlorotrimethylsilane), CN(C1(CCC(CC1)CC(=O)NCCCC1=CC=CC=C1)C1=CC(=CC=C1)F)C (2-[4-dimethylamino-4-(3-fluorophenyl)cyclohexyl]-N-(3-phenylpropyl)-acetamide), CCOCC (ether). Run in CC(=O)CC (ethyl methyl ketone). Conditions: time 30 minute. Product: Cl.CN(C1(CCC(CC1)CC(=O)NCCCC1=CC=CC=C1)C1=CC(=CC=C1)F)C (2-[4-Dimethylamino-4-(3-fluorophenyl)cyclohexyl]-N-(3-phenylpropyl)-acetamide hydrochloride). The yield is 78.0%. RXN SMILES: [CH3:1][N:2]([CH3:29])[C:3]1([C:22]2[CH:27]=[CH:26][CH:25]=[C:24]([F:28])[CH:23]=2)[CH2:8][CH2:7][CH:6]([CH2:9][C:10]([NH:12][CH2:13][CH2:14][CH2:15][C:16]2[CH:21]=[CH:20][CH:19]=[CH:18][CH:17]=2)=[O:11])[CH2:5][CH2:4]1.[Cl:30][Si](C)(C)C.CCOCC>CC(CC)=O>[ClH:30].[CH3:29][N:2]([CH3:1])[C:3]1([C:22]2[CH:27]=[CH:26][CH:25]=[C:24]([F:28])[CH:23]=2)[CH2:8][CH2:7][CH:6]([CH2:9][C:10]([NH:12][CH2:13][CH2:14][CH2:15][C:16]2[CH:17]=[CH:18][CH:19]=[CH:20][CH:21]=2)=[O:11])[CH2:5][CH2:4]1 |f:4.5|. Reported procedure: The less polar diastereoisomer of 2-[4-dimethylamino-4-(3-fluorophenyl)cyclohexyl]-N-(3-phenylpropyl)-acetamide (64.3 mg, 0.16 mmol) was dissolved in ethyl methyl ketone (10 ml), and chlorotrimethylsilane (0.03 ml, 0.24 mmol) was added. After 2 h ether (10 ml) was added to the reaction mixture and the mixture was stirred at RT for 30 min. The hydrochloride was isolated as a colourless, hygroscopic solid in a yield of 78% (54 mg) (Example 53). Starting materials: C#Cc1ccc(-c2ccc(Cl)cc2)cn1, CN1CC2CC1N(c1ccc(I)cn1)C2. Product: CN1CC2CC1N(c1ccc(C#Cc3ccc(-c4ccc(Cl)cc4)cn3)cn1)C2. RXN SMILES: [Cl:16][c:17]1[cH:18][cH:19][c:20](-[c:23]2[cH:24][cH:25][c:26]([C:29]#[CH:30])[n:27][cH:28]2)[cH:21][cH:22]1.[I:1][c:2]1[cH:3][cH:4][c:5]([N:8]2[CH:9]3[N:10]([CH3:15])[CH2:11][CH:12]([CH2:13]2)[CH2:14]3)[n:6][cH:7]1>>[c:2]1([C:30]#[C:29][c:26]2[cH:25][cH:24][c:23](-[c:20]3[cH:19][cH:18][c:17]([Cl:16])[cH:22][cH:21]3)[cH:28][n:27]2)[cH:3][cH:4][c:5]([N:8]2[CH:9]3[N:10]([CH3:15])[CH2:11][CH:12]([CH2:13]2)[CH2:14]3)[n:6][cH:7]1. The solvent is C1=CC=CC=C1 (benzene). Product: crystals, C(C)(C)(C)NC(C1=CC=C(C=C1)C#N)=O (N-tert-butyl 4-cyanobenzamide). Reactants: C(C)(C)(C)N (tert-butyl amine), C(#N)C1=CC=C(C(=O)Cl)C=C1 (4-cyanobenzoyl chloride). Isolated yield 92.0%. Procedure details: The preparation of Example 1 was repeated with the changes that the starting reactants were tert-butyl amine (4.38 g, 0.060 mole) and 4-cyanobenzoyl chloride (5.08 g, 0.030 mole) and the reaction was carried out in benzene to produce 5.58 g of crystals of the desired product (92% yield), mp 146°-148° C. Proton nuclear magnetic resonance (89.55 MHz) showed absorptions at 7.829 ppm (d, 8.4 Hz, 2H; 3,5-aryl H); 7.690 ppm (d, 8.4 Hz, 2H; 2,6-aryl H); 5.996 ppm (bs, 1H; N-H); 1.477 ppm (s, 9H; tert-b... As a reaction SMILES: [C:1]([NH2:5])([CH3:4])([CH3:3])[CH3:2].[C:6]([C:8]1[CH:16]=[CH:15][C:11]([C:12](Cl)=[O:13])=[CH:10][CH:9]=1)#[N:7]>C1C=CC=CC=1>[C:1]([NH:5][C:12](=[O:13])[C:11]1[CH:15]=[CH:16][C:8]([C:6]#[N:7])=[CH:9][CH:10]=1)([CH3:4])([CH3:3])[CH3:2].